Dataset: the Open Reaction Database (ORD), a public repository of structured organic reaction records. Task: describe an organic reaction: reactants, conditions, products, and yield Starting materials: CS(=O)(=O)O (methanesulfonic acid), CC1=C(C=C(C=C1)NC(C1=CC=C(C=C1)CN1CCNCC1)=O)NC1=NC=CC(=N1)C=1C=NC=CC1 (N-[4-methyl-3-(4-pyridin-3-yl-pyrimidin-2-ylamino)-phenyl]-4-piperazin-1-ylmethyl-benzamide), C(C)(=O)OCC (ethyl acetate). The solvent is C(C)O (ethanol). Yields the product CS(=O)(=O)O.CC1=C(C=C(C=C1)NC(C1=CC=C(C=C1)CN1CCNCC1)=O)NC1=NC=CC(=N1)C=1C=NC=CC1 (N-[4-methyl-3-(4-pyridin-3-yl-pyrimidin-2-ylamino)-phenyl]-4-piperazin-1-ylmethyl-benzamide methanesulfonate). RXN SMILES: [CH3:1][C:2]1[CH:7]=[CH:6][C:5]([NH:8][C:9](=[O:23])[C:10]2[CH:15]=[CH:14][C:13]([CH2:16][N:17]3[CH2:22][CH2:21][NH:20][CH2:19][CH2:18]3)=[CH:12][CH:11]=2)=[CH:4][C:3]=1[NH:24][C:25]1[N:30]=[C:29]([C:31]2[CH:32]=[N:33][CH:34]=[CH:35][CH:36]=2)[CH:28]=[CH:27][N:26]=1.[CH3:37][S:38]([OH:41])(=[O:40])=[O:39].C(OCC)(=O)C>C(O)C>[CH3:37][S:38]([OH:41])(=[O:40])=[O:39].[CH3:1][C:2]1[CH:7]=[CH:6][C:5]([NH:8][C:9](=[O:23])[C:10]2[CH:11]=[CH:12][C:13]([CH2:16][N:17]3[CH2:18][CH2:19][NH:20][CH2:21][CH2:22]3)=[CH:14][CH:15]=2)=[CH:4][C:3]=1[NH:24][C:25]1[N:30]=[C:29]([C:31]2[CH:32]=[N:33][CH:34]=[CH:35][CH:36]=2)[CH:28]=[CH:27][N:26]=1 |f:4.5|. Reported procedure: 4.8 g (10 mmol) of N-[4-methyl-3-(4-pyridin-3-yl-pyrimidin-2-ylamino)-phenyl]-4-piperazin-1-ylmethyl-benzamide are dissolved in 20 ml of ethanol under heating and 0.99 g of methanesulfonic acid are added. After addition of ethyl acetate the product cristallizes. Drying at 50 mbar and 60° C. yields N-[4-methyl-3-(4-pyridin-3-yl-pyrimidin-2-ylamino)-phenyl]-4-piperazin-1-ylmethyl-benzamide methanesulfonate; Rf=0.17 (methylene chloride:ethyl acetate:methanol:conc. aqueous ammonium hydroxide solutio...